From a dataset of the Open Reaction Database (ORD), a public repository of structured organic reaction records. describe an organic reaction: reactants, conditions, products, and yield Starting materials: resultant mixture, [OH-].[Na+] (sodium hydroxide), C(C=C)Cl (allyl chloride), ice water, C([O-])([O-])=O.[K+].[K+] (potassium carbonate), resultant solution, C(=O)NC1=C(C=C(C=C1)[N+](=O)[O-])C (N-formyl-2-methyl-4-nitroaniline). The solvent is CN(C=O)C (dimethylformamide). Reaction conditions: temperature 70 celsius. Product: C(C=C)NC1=C(C=C(C=C1)[N+](=O)[O-])C (N-allyl-2-methyl-4-nitroaniline). Isolated yield 96.2%. As a reaction SMILES: [CH:1]([NH:3][C:4]1[CH:9]=[CH:8][C:7]([N+:10]([O-:12])=[O:11])=[CH:6][C:5]=1[CH3:13])=O.C(=O)([O-])[O-].[K+].[K+].[CH2:20](Cl)[CH:21]=C.[OH-].[Na+]>CN(C)C=O>[CH2:1]([NH:3][C:4]1[CH:9]=[CH:8][C:7]([N+:10]([O-:12])=[O:11])=[CH:6][C:5]=1[CH3:13])[CH:20]=[CH2:21] |f:1.2.3,5.6|. Procedure details: 60 g (0.33 mol) of N-formyl-2-methyl-4-nitroaniline were dissolved in 500 ml of dimethylformamide. 184 g (1.33 mol) of potassium carbonate were added, and the resultant solution was warmed to 50° C. 152.8 g (2 mol) of allyl chloride were added dropwise in the course of 50 minutes to the mixture at 50° C. When the alkylation reaction was complete, the resultant reaction mixture was warmed to 70° C. and 350 g of 1 N sodium hydroxide solution were slowly added dropwise. The resultant mixture was st... Reactants: Cl(=O)(=O)[O-].[Na+] (sodium chlorate), [H][H] (hydrogen). The product is Cl(=O)(=O)[O-].[Na+].Cl(=O)(=O)O (sodium chlorate chloric acid). RXN SMILES: [Cl:1]([O-:4])(=[O:3])=[O:2].[Na+:5].[H][H]>>[Cl:1]([O-:4])(=[O:3])=[O:2].[Na+:5].[Cl:1]([OH:4])(=[O:3])=[O:2] |f:0.1,3.4.5|. Reported procedure: Table 8 shows the average overall throughput rates and concentrations of products obtained in this experiment. Slightly diluted purified sulfuric acid from the GAP system of Example 1 (173 g/L H2SO4 and 22 g/L Na2SO4) was fed to the DCU (sodium form) at a net feed average rate of 2.7 L/h thereby converting the DCU to the hydrogen form and producing a sodium sulfate-rich regeneration product (101 g/L Na2 SO4 and 83 g/L H2SO4 with 8g/L residual NaClO3) at 3.0 L/h. In a subsequent step, a concentra... Starting materials: COC(C1=CN=C(C=C1)OCC=1C(=NOC1C)C1CCCC1)=O (6-(3-cyclopentyl-5-methyl-isoxazol-4-ylmethoxy)-nicotinic acid methyl ester), COC(C1=CN=C(C=C1)OCC=1C(=NOC1C)CCCC)=O (6-(3-butyl-5-methyl-isoxazol-4-ylmethoxy)-nicotinic acid methyl ester). Product: C1(CCCC1)C1=NOC(=C1COC1=NC=C(C(=O)NC(C)C)C=C1)C (6-(3-Cyclopentyl-5-methyl-isoxazol-4-ylmethoxy)-N-isopropyl-nicotinamide). The yield is 62.0%. RXN SMILES: CO[C:3](=[O:23])[C:4]1[CH:9]=[CH:8][C:7]([O:10][CH2:11][C:12]2[C:13]([CH:18]3[CH2:22][CH2:21][CH2:20][CH2:19]3)=[N:14][O:15][C:16]=2[CH3:17])=[N:6][CH:5]=1.COC(=O)C1C=CC(OC[C:35]2[C:36]([CH2:41]CCC)=[N:37]OC=2C)=NC=1>>[CH:18]1([C:13]2[C:12]([CH2:11][O:10][C:7]3[CH:8]=[CH:9][C:4]([C:3]([NH:37][CH:36]([CH3:41])[CH3:35])=[O:23])=[CH:5][N:6]=3)=[C:16]([CH3:17])[O:15][N:14]=2)[CH2:19][CH2:20][CH2:21][CH2:22]1. Procedure: As described for example 5d, 6-(3-cyclopentyl-5-methyl-isoxazol-4-ylmethoxy)-nicotinic acid methyl ester (230 mg, 0.73 mmol) was converted, instead of 6-(3-butyl-5-methyl-isoxazol-4-ylmethoxy)-nicotinic acid methyl ester, to the title compound (155 mg, 62%) which was obtained as a white solid after purification by chromatography (silica, 0 to 80% ethyl acetate in heptane). MS: m/e=344.0 [M+H]+. The reactants are BrC1=CC=C(C=C1)[C@H](C)N ((S)-1-(4-bromophenyl)ethylamine), C(=O)([O-])[O-].[Na+].[Na+] (Na2CO3), O(C(=O)OC(C)(C)C)C(=O)OC(C)(C)C (BOC2O). The solvent is C(Cl)Cl (DCM), C1CCOC1 (THF). Reaction conditions: time 1 hour. Yields the product BrC1=CC=C(C=C1)[C@H](C)NC(OC(C)(C)C)=O ((S)-tert-Butyl 1-(4-bromophenyl)ethylcarbamate). RXN SMILES: [Br:1][C:2]1[CH:7]=[CH:6][C:5]([C@@H:8]([NH2:10])[CH3:9])=[CH:4][CH:3]=1.C([O-])([O-])=O.[Na+].[Na+].[O:17](C(OC(C)(C)C)=O)[C:18]([O:20][C:21]([CH3:24])([CH3:23])[CH3:22])=O>C(Cl)Cl.C1COCC1>[Br:1][C:2]1[CH:7]=[CH:6][C:5]([C@@H:8]([NH:10][C:18](=[O:17])[O:20][C:21]([CH3:24])([CH3:23])[CH3:22])[CH3:9])=[CH:4][CH:3]=1 |f:1.2.3|. Procedure: To 150 g (735 mmol) (S)-1-(4-bromophenyl)ethylamine in 2 L DCM are added 459 mL (918 mmol) of an aq. Na2CO3 solution (c=2 mol/L). To this mixture a solution of 164 g (749 mmol) BOC2O in 350 mL THF is added dropwise at r.t. and stirring is continued for 1 h. Then the mixture is poured onto water and stirred for additional 20 min. The layers are separated, the org. layer is washed with water (2×), dried over Na2SO4, filtered and the solvent is removed in vacuo. Reactants: Cl (hydrochloric acid), C(=O)(OC)C1NC2(C(N(C2O1)C(C(=O)OC(C1=CC=CC=C1)C1=CC=CC=C1)=C(C)C)=O)C(CC1=CC=CC=C1)=O (diphenylmethyl α-(3ξ-carbomethoxy-2-phenylacetyl-7-oxo-4-oxa-2,6-diazabicyclo[3.2.0]heptan-6-yl)-α-isopropylideneacetate), [OH-].[Na+] (sodium hydroxide). Run in O (water), CC(=O)C (acetone), O (water). Run at time 1 hour. Yields the product C(=O)(O)C1NC2(C(N(C2O1)C(C(=O)OC(C1=CC=CC=C1)C1=CC=CC=C1)=C(C)C)=O)C(CC1=CC=CC=C1)=O (diphenylmethyl α-(3ξ-carboxy-2-phenylacetyl-7-oxo-4-oxa-2,6-diazabicyclo[3.2.0]-heptan-6-yl)-α-isopropylideneacetate). Yield: 113.9%. As a reaction SMILES: [C:1]([CH:5]1[O:11][CH:10]2[C:7]([C:33](=[O:41])[CH2:34][C:35]3[CH:40]=[CH:39][CH:38]=[CH:37][CH:36]=3)([C:8](=[O:32])[N:9]2[C:12](=[C:29]([CH3:31])[CH3:30])[C:13]([O:15][CH:16]([C:23]2[CH:28]=[CH:27][CH:26]=[CH:25][CH:24]=2)[C:17]2[CH:22]=[CH:21][CH:20]=[CH:19][CH:18]=2)=[O:14])[NH:6]1)([O:3]C)=[O:2].[OH-].[Na+].Cl>CC(C)=O.O>[C:1]([CH:5]1[O:11][CH:10]2[C:7]([C:33](=[O:41])[CH2:34][C:35]3[CH:40]=[CH:39][CH:38]=[CH:37][CH:36]=3)([C:8](=[O:32])[N:9]2[C:12](=[C:29]([CH3:30])[CH3:31])[C:13]([O:15][CH:16]([C:17]2[CH:18]=[CH:19][CH:20]=[CH:21][CH:22]=2)[C:23]2[CH:28]=[CH:27][CH:26]=[CH:25][CH:24]=2)=[O:14])[NH:6]1)([OH:3])=[O:2] |f:1.2|. Procedure: To a solution of 11.3 g of diphenylmethyl α-(3ξ-carbomethoxy-2-phenylacetyl-7-oxo-4-oxa-2,6-diazabicyclo[3.2.0]heptan-6-yl)-α-isopropylideneacetate in 230 ml of acetone is added a solution of 900 mg of sodium hydroxide in 36 ml of water under ice-cooling, and the mixture stirred for 1 hour, then diluted with water, acidified with hydrochloric acid, and then extracted with methylene chloride. The extract is washed with water, dried on magnesium sulfate and concentrated under reduced pressure to y... The reactants are C(C)C(CC)C=1C=2N(N=C(C1)C)C(=C(N2)C)C2=C(N=C1N2C=CC=C1C=O)C (3-[8-(1-ethyl-propyl)-2,6-dimethyl-imidazo[1,2-b]pyridazin-3-yl]-2-methyl-imidazo[1,2-a]pyridine-8-carboxaldehyde), C[Mg+].[Br-] (CH3MgBr). Run in C1CCOC1 (THF). Conditions: temperature 0 celsius, time 30 minute. Product: C(C)C(CC)C=1C=2N(N=C(C1)C)C(=C(N2)C)C2=C(N=C1N2C=CC=C1C(C)O)C (1-{3-[8-(1-Ethyl-propyl)-2,6-dimethyl-imidazo[1,2-b]pyridazin-3-yl]-2-methyl-imidazo[1,2-a]pyridin-8-yl}-ethanol). Yield: 83.8%. RXN SMILES: [CH2:1]([CH:3]([C:6]1[C:7]2[N:8]([C:13]([C:17]3[N:21]4[CH:22]=[CH:23][CH:24]=[C:25]([CH:26]=[O:27])[C:20]4=[N:19][C:18]=3[CH3:28])=[C:14]([CH3:16])[N:15]=2)[N:9]=[C:10]([CH3:12])[CH:11]=1)[CH2:4][CH3:5])[CH3:2].[CH3:29][Mg+].[Br-]>C1COCC1>[CH2:1]([CH:3]([C:6]1[C:7]2[N:8]([C:13]([C:17]3[N:21]4[CH:22]=[CH:23][CH:24]=[C:25]([CH:26]([OH:27])[CH3:29])[C:20]4=[N:19][C:18]=3[CH3:28])=[C:14]([CH3:16])[N:15]=2)[N:9]=[C:10]([CH3:12])[CH:11]=1)[CH2:4][CH3:5])[CH3:2] |f:1.2|. Reported procedure: A solution of 3-[8-(1-ethyl-propyl)-2,6-dimethyl-imidazo[1,2-b]pyridazin-3-yl]-2-methyl-imidazo[1,2-a]pyridine-8-carboxaldehyde (1.07 g, 2.84 mmol) in THF (30 mL) is cooled at 0° C., treated with 3.0 M CH3MgBr (1.1 mL, 3.41 mmol). The reaction is stirred at 0° C. for 30 min. It is then quenched with sat. NH4Cl (15 mL), diluted with H2O (15 mL), extracted with EtOAc (2×30 mL). The combined organic layers is dried with Na2SO4, filtered and concentrated. Purification of the crude material by silica... The reactants are BrCCCN1C(CCC2=C(C=CC=C12)C1OCCO1)=O (1-(3-Bromopropyl)-5-(1,3-dioxolan-2-yl)-3,4-dihydro-1H-quinolin-2-one), ClC1=CC=C(C=C1)S (4-chlorothiophenol), C([O-])([O-])=O.[K+].[K+] (potassium carbonate), C(C)#N (acetonitrile). The solvent is C(C)(=O)OCC (ethyl acetate), O (water). Conditions: time 8 hour. The product is ClC1=CC=C(C=C1)SCCCN1C(CCC=2C(=CC=CC12)C=O)=O (1-[3-(4-chlorophenylsulfanyl)propyl]-2-oxo-1,2,3,4-tetrahydroquinoline-5-carboxaldehyde). The yield is 83.1%. Reaction SMILES: Br[CH2:2][CH2:3][CH2:4][N:5]1[C:14]2[C:9](=[C:10]([CH:15]3[O:19]CCO3)[CH:11]=[CH:12][CH:13]=2)[CH2:8][CH2:7][C:6]1=[O:20].[Cl:21][C:22]1[CH:27]=[CH:26][C:25]([SH:28])=[CH:24][CH:23]=1.C(=O)([O-])[O-].[K+].[K+].C(#N)C>C(OCC)(=O)C.O>[Cl:21][C:22]1[CH:27]=[CH:26][C:25]([S:28][CH2:2][CH2:3][CH2:4][N:5]2[C:14]3[CH:13]=[CH:12][CH:11]=[C:10]([CH:15]=[O:19])[C:9]=3[CH2:8][CH2:7][C:6]2=[O:20])=[CH:24][CH:23]=1 |f:2.3.4|. Procedure details: 1-(3-Bromopropyl)-5-(1,3-dioxolan-2-yl)-3,4-dihydro-1H-quinolin-2-one (797 mg, 2.34 mmol), 4-chlorothiophenol (407 mg, 2.81 mmol) and potassium carbonate (421 mg, 3.05 mmol) were added to acetonitrile (16 ml), followed by heating under reflux for 5 hours. After cooling to room temperature, water was added to the reaction mixture, and extraction with ethyl acetate was performed. The extract was dried over sodium sulfate and concentrated under reduced pressure, and the residue was purified by sili... The reactants are CC(=O)CO (acetol), CC(=C)C1=CC=CC=C1 (alpha-methyl styrene). The product is C1(=CC=CC=C1)C(C)C (cumene), CC(=O)C=O (pyruvic aldehyde). Reaction SMILES: [CH3:1][C:2]([CH2:4][OH:5])=[O:3].[CH3:6][C:7]([C:9]1[CH:14]=[CH:13][CH:12]=[CH:11][CH:10]=1)=[CH2:8]>>[C:9]1([CH:7]([CH3:8])[CH3:6])[CH:14]=[CH:13][CH:12]=[CH:11][CH:10]=1.[CH3:1][C:2]([CH:4]=[O:5])=[O:3]. Reported procedure: so that the catalyst causes a reaction between the impurity acetol and alpha-methyl styrene to form cumene and pyruvic aldehyde, then Starting materials: Ru(OCOCH3)2((R)-tol-binap), stainless steel, [H][H] (hydrogen), N\C(=C/C(=O)OC)\C (methyl 3-aminocrotonate), CS(=O)(=O)O (methanesulfonic acid). The solvent is CO (methanol). The product is CS(=O)(=O)O.N[C@@H](CC(=O)OC)C (methyl (R)-3-aminobutanoate methanesulfonate). Isolated yield 61.2%. As a reaction SMILES: [NH2:1]/[C:2](/[CH3:8])=[CH:3]\[C:4]([O:6][CH3:7])=[O:5].[CH3:9][S:10]([OH:13])(=[O:12])=[O:11].[H][H]>CO>[CH3:9][S:10]([OH:13])(=[O:12])=[O:11].[NH2:1][C@H:2]([CH3:8])[CH2:3][C:4]([O:6][CH3:7])=[O:5] |f:4.5|. Procedure details: Under a nitrogen atmosphere, 78.0 mg (0.0869 mmol) of Ru(OCOCH3)2((R)-tol-binap), 1.00 g (8.69 mmol) of methyl 3-aminocrotonate, 0.83 g (8.69 mmol) of methanesulfonic acid and 5 ml of methanol were placed in a stainless steel autoclave, and the mixture was kept at 50° C. under 3 MPa pressure of hydrogen for 15 hours with stirring. After completion of the reaction, the solvent was distilled off, and the residue was recrystallized from methanol/ethyl acetate to give the objective methyl (R)-3-amin... The reactants are CCCC(=O)C1=C(O)CC2(CSCCSC2)OC1=O, CCON, CO, Cl. Product: CCCC(=NOCC)C1=C(O)CC2(CSCCSC2)OC1=O. Reaction SMILES: [C:1]([CH2:2][CH2:3][CH3:4])(=[O:5])[C:6]1=[C:11]([OH:12])[CH2:10][C:9]2([O:8][C:7]1=[O:19])[CH2:13][S:14][CH2:15][CH2:16][S:17][CH2:18]2.[CH2:21]([CH3:22])[O:23][NH2:24].[CH3:25][OH:26].[ClH:20]>>[C:1]([CH2:2][CH2:3][CH3:4])([C:6]1=[C:11]([OH:12])[CH2:10][C:9]2([O:8][C:7]1=[O:19])[CH2:13][S:14][CH2:15][CH2:16][S:17][CH2:18]2)=[N:24][O:23][CH2:21][CH3:22].